Dataset: the Open Reaction Database (ORD), a public repository of structured organic reaction records. Task: describe an organic reaction: reactants, conditions, products, and yield As a reaction SMILES: [CH3:20][C:21]#[N:22].[CH:16]([CH3:17])([CH3:18])[I:19].[Cl:1][c:2]1[c:3]([N+:11](=[O:12])[O-:13])[c:4]2[c:5]([nH:6][n:7][n:8]2)[cH:9][cH:10]1.[Na+:15].[OH-:14]>>[Cl:1][c:2]1[c:3]([N+:11](=[O:12])[O-:13])[c:4]2[c:5]([n:6][n:7]([CH:16]([CH3:17])[CH3:18])[n:8]2)[cH:9][cH:10]1. Yields the product CC(C)n1nc2ccc(Cl)c([N+](=O)[O-])c2n1. Starting materials: CC#N, CC(C)I, O=[N+]([O-])c1c(Cl)ccc2[nH]nnc12, [Na+], [OH-]. The reactants are OS(=O)(=O)O (H2SO4), S1C(SCCC1)C(=O)O (1,3-dithiane-2-carboxylic acid), C(C(=O)Cl)(=O)Cl (oxalyl chloride). Solvent: C1=CC=CC=C1 (benzene). Yields the product S1C(SCCC1)C(=O)Cl (1.3-dithiane-2-carboxylic acid chloride). As a reaction SMILES: OS(O)(=O)=O.[S:6]1[CH2:11][CH2:10][CH2:9][S:8][CH:7]1[C:12]([OH:14])=O.C(Cl)(=O)C([Cl:18])=O>C1C=CC=CC=1>[S:6]1[CH2:11][CH2:10][CH2:9][S:8][CH:7]1[C:12]([Cl:18])=[O:14]. Procedure: In a 500 ml. reaction flask equipped with a reflux condenser connected with a wash-bottle containing H2SO4, there are added 250 ml. of anhydrous benzene (distilled upon sodium), 42 g (0.25 mol) of 1.3-dithiane-2-carboxylic acid (as prepared in example 1) and 28 ml. (0.4 mol) of freshly distilled oxalyl chloride. The mixture is stirred at room temperature and at the end of gaseous evolution, the mixture is heated up to 45° C to complete the gas evolution. The solvent and the excess of oxalyl chlo... The product is O=C(c1ccc(Oc2nccnc2C(=O)O)cc1)c1nc2ccccc2[nH]1. As a reaction SMILES: [CH3:32][OH:33].[Na+:31].[OH-:30].[OH2:34].[nH:1]1[c:2]([C:10](=[O:11])[c:12]2[cH:13][cH:14][c:15]([O:16][c:17]3[c:18]([C:23](=[O:24])[O:25][CH2:26][CH3:27])[n:19][cH:20][cH:21][n:22]3)[cH:28][cH:29]2)[n:3][c:4]2[c:5]1[cH:6][cH:7][cH:8][cH:9]2>>[nH:1]1[c:2]([C:10](=[O:11])[c:12]2[cH:13][cH:14][c:15]([O:16][c:17]3[c:18]([C:23](=[O:24])[OH:25])[n:19][cH:20][cH:21][n:22]3)[cH:28][cH:29]2)[n:3][c:4]2[c:5]1[cH:6][cH:7][cH:8][cH:9]2. Starting materials: CO, [Na+], [OH-], O, CCOC(=O)c1nccnc1Oc1ccc(C(=O)c2nc3ccccc3[nH]2)cc1. Starting materials: C(=O)(O)C1=CC=C(C=C1)B(O)O (4-carboxy-phenyl boronic acid), C(=O)([O-])[O-].[Na+].[Na+] (Na2CO3), IC1=C2/C(/C(NC2=CC=C1)=O)=C/C=1NC=CC1OC ((Z)-1,3-dihydro-4-iodo-3-[(3-methoxy-1H-pyrrol-2-yl)methylene]-2H-indol-2-one), IC1=C2/C(/C(NC2=CC=C1)=O)=C/C=1NC=CC1OC ((Z)-1,3-dihydro-4-iodo-3-[(3-methoxy-1H-pyrrol-2-yl)methylene]-2H-indol-2-one). The reagents and catalysts are C=1C=CC(=CC1)[P](C=2C=CC=CC2)(C=3C=CC=CC3)[Pd]([P](C=4C=CC=CC4)(C=5C=CC=CC5)C=6C=CC=CC6)([P](C=7C=CC=CC7)(C=8C=CC=CC8)C=9C=CC=CC9)[P](C=1C=CC=CC1)(C=1C=CC=CC1)C=1C=CC=CC1 ((Ph3P)4Pd). Run in COCCOC (DME). Yields the product COC1=C(NC=C1)\C=C\1/C(NC2=CC=CC(=C12)C1=CC=C(C(=O)O)C=C1)=O ((Z)-4-[2,3-dihydro-3-[(3-methoxy-1H-pyrrol-2-yl)methylene]-2-oxo-1H-indol-4-yl]-benzoic acid). Yield: 30.4%. Reaction SMILES: [C:1]([C:4]1[CH:9]=[CH:8][C:7](B(O)O)=[CH:6][CH:5]=1)([OH:3])=[O:2].I[C:14]1[CH:22]=[CH:21][CH:20]=[C:19]2[C:15]=1/[C:16](=[CH:24]/[C:25]1[NH:26][CH:27]=[CH:28][C:29]=1[O:30][CH3:31])/[C:17](=[O:23])[NH:18]2.C([O-])([O-])=O.[Na+].[Na+]>C1C=CC([P]([Pd]([P](C2C=CC=CC=2)(C2C=CC=CC=2)C2C=CC=CC=2)([P](C2C=CC=CC=2)(C2C=CC=CC=2)C2C=CC=CC=2)[P](C2C=CC=CC=2)(C2C=CC=CC=2)C2C=CC=CC=2)(C2C=CC=CC=2)C2C=CC=CC=2)=CC=1.COCCOC>[CH3:31][O:30][C:29]1[CH:28]=[CH:27][NH:26][C:25]=1/[CH:24]=[C:16]1\[C:17](=[O:23])[NH:18][C:19]2[C:15]\1=[C:14]([C:7]1[CH:8]=[CH:9][C:4]([C:1]([OH:3])=[O:2])=[CH:5][CH:6]=1)[CH:22]=[CH:21][CH:20]=2 |f:2.3.4,^1:41,43,62,81|. Reported procedure: Using Method S above, 4-carboxy-phenyl boronic acid (27.2 mg, 0.164 mmol) (Lancaster) was coupled with (Z)-1,3-dihydro-4-iodo-3-[(3-methoxy-1H-pyrrol-2-yl)methylene]-2H-indol-2-one (50 mg, 0.137 mmol) (Starting Material 3) using (Ph3P)4Pd (4.8 mg) (Aldrich) as catalyst in DME (5 mL) and solid Na2CO3 (51 mg, 0.48 mmol) at reflux for 18 h to give (Z)-4-[2,3-dihydro-3-[(3-methoxy-1H-pyrrol-2-yl)methylene]-2-oxo-1H-indol-4-yl]-benzoic acid (yield: 15 mg, 31%). Yields the product OCCC1CCC2(OCCO2)CC1 (8-(2-hydroxyethyl)-1,4-dioxaspiro[4.5]decane). Reactants: [F-].[Na+] (sodium fluoride), O (water), O1CCOC12CCC(CC2)CC(=O)OCC (ethyl 1,4-dioxaspiro[4.5]decane-8-acetate), [H-].[Al+3].[Li+].[H-].[H-].[H-] (lithium aluminium hydride). Reaction conditions: temperature 25 celsius, time 3 hour. Reported procedure: To a mixture of lithium aluminium hydride (831 mg) and anhydrous tetrahydrofuran (70 ml) at 0° C. was added a solution of ethyl 1,4-dioxaspiro[4.5]decane-8-acetate of Example 90 (2) (5.0 g) in anhydrous tetrahydrofuran (30 ml). The mixture was gradually warmed to about 25° C., stirred for 3 hours, and then sodium fluoride, water and dichloromethane were added to the reaction mixture. The precipitate was filtrated off with Celite, the filtrated organic layer was dried over sodium sulfate. The sol... Reaction SMILES: [H-].[Al+3].[Li+].[H-].[H-].[H-].[O:7]1[C:11]2([CH2:16][CH2:15][CH:14]([CH2:17][C:18](OCC)=[O:19])[CH2:13][CH2:12]2)[O:10][CH2:9][CH2:8]1.[F-].[Na+].O>O1CCCC1.ClCCl>[OH:19][CH2:18][CH2:17][CH:14]1[CH2:15][CH2:16][C:11]2([O:7][CH2:8][CH2:9][O:10]2)[CH2:12][CH2:13]1 |f:0.1.2.3.4.5,7.8|. Run in ClCCl (dichloromethane), O1CCCC1 (tetrahydrofuran), O1CCCC1 (tetrahydrofuran). Yield: 102.5%. The reactants are FC(OC1=CC=C(C=C1)N1CC2CCCC(C1)N2)(F)F (3-(4-trifluoromethoxy-phenyl)-3,9-diaza-bicyclo[3.3.1]nonane), COC(=O)C1CC2=CC=CC(=C2C1)S(=O)(=O)Cl (4-chlorosulfonyl-indan-2(R,S)-carboxylic acid methyl ester), C([O-])([O-])=O.[K+].[K+] (potassium carbonate). Run in C(C)#N (acetonitrile). Conditions: temperature 50 celsius. The product is COC(=O)C1CC2=CC=CC(=C2C1)S(=O)(=O)N1C2CN(CC1CCC2)C2=CC=C(C=C2)OC(F)(F)F (4-[3-(4-trifluoromethoxy-phenyl)-3,9-diaza-bicyclo[3.3.1]nonane-9-sulfonyl]-indan-2-carboxylic acid methyl ester). Reaction SMILES: [F:1][C:2]([F:20])([F:19])[O:3][C:4]1[CH:9]=[CH:8][C:7]([N:10]2[CH2:17][CH:16]3[NH:18][CH:12]([CH2:13][CH2:14][CH2:15]3)[CH2:11]2)=[CH:6][CH:5]=1.[CH3:21][O:22][C:23]([CH:25]1[CH2:33][C:32]2[C:27](=[CH:28][CH:29]=[CH:30][C:31]=2[S:34](Cl)(=[O:36])=[O:35])[CH2:26]1)=[O:24].C(=O)([O-])[O-].[K+].[K+]>C(#N)C>[CH3:21][O:22][C:23]([CH:25]1[CH2:33][C:32]2[C:27](=[CH:28][CH:29]=[CH:30][C:31]=2[S:34]([N:18]2[CH:16]3[CH2:15][CH2:14][CH2:13][CH:12]2[CH2:11][N:10]([C:7]2[CH:8]=[CH:9][C:4]([O:3][C:2]([F:1])([F:19])[F:20])=[CH:5][CH:6]=2)[CH2:17]3)(=[O:36])=[O:35])[CH2:26]1)=[O:24] |f:2.3.4|. Procedure details: A mixture of 3-(4-trifluoromethoxy-phenyl)-3,9-diaza-bicyclo[3.3.1]nonane (60 mg, 0.21 mmol), 4-chlorosulfonyl-indan-2(R,S)-carboxylic acid methyl ester (120 mg, 0.44 mmol), potassium carbonate (200 mg, 1.4 mmol), and acetonitrile (3 mL) were heated at 50° C. for 2 h. The mixture was filtered through Celite, concentrated, and purified by silica gel chromatography (9:1→4:1; hexanes:ethyl acetate) to give 4-[3-(4-trifluoromethoxy-phenyl)-3,9-diaza-bicyclo[3.3.1]nonane-9-sulfonyl]-indan-2-carboxyli...